Task: describe an organic reaction: reactants, conditions, products, and yield. Dataset: the Open Reaction Database (ORD), a public repository of structured organic reaction records The reactants are Cl[O-].[Na+] (sodium hypochlorite), C([O-])([O-])=O.[K+].[K+] (potassium carbonate), Cl[O-].[Na+] (sodium hypochlorite), C(C)(C)(C)[Si](OCCCCCO)(C)C (5-(tert-butyl-dimethyl-silanyloxy)-pentanol), [Br-].[K+] (potassium bromide), n-tetrabutylammonium hydrogensulfate, Cl[O-].[Na+] (sodium hypochlorite). Reagents/catalysts: CC1(CCCC(N1[O])(C)C)C (TEMPO). Solvent: O (water), ClCCl (dichloromethane), O (water). Reaction conditions: temperature 5 celsius, time 1 hour. Product: C(C)(C)(C)[Si](OCCCCC=O)(C)C (5-(tert-butyl-dimethyl-silanyloxy)-pentanal). Yield: 91.3%. RXN SMILES: [C:1]([Si:5]([CH3:14])([CH3:13])[O:6][CH2:7][CH2:8][CH2:9][CH2:10][CH2:11][OH:12])([CH3:4])([CH3:3])[CH3:2].[Br-].[K+].Cl[O-].[Na+].C(=O)([O-])[O-].[K+].[K+]>ClCCl.CC1(C)N([O])C(C)(C)CCC1.O>[C:1]([Si:5]([CH3:14])([CH3:13])[O:6][CH2:7][CH2:8][CH2:9][CH2:10][CH:11]=[O:12])([CH3:4])([CH3:3])[CH3:2] |f:1.2,3.4,5.6.7,^1:32|. Reported procedure: To a solution of 5-(tert-butyl-dimethyl-silanyloxy)-pentanol (16.8 mmol, 3.66 g) in dichloromethane (30 mL) were added water (5.6 mL), potassium bromide (1.7 mmol, 202 mg), n-tetrabutylammonium hydrogensulfate (0.84 mmol, 290 mg), and TEMPO (30 mg) at room temperature. The resulting light brown solution was cooled to ˜5° C. and a solution of sodium hypochlorite (19.3 mmol, 30 mL, 5%) was added dropwise at this temperature. After addition of half of the sodium hypochlorite solution, solid potassi... Reactants: COC1=C(C(NC=C1)=O)C#N (4-methoxy-2-oxo-1,2-dihydro-pyridine-3-carbonitrile), BrCCCC (1-bromobutane), C([O-])([O-])=O.[K+].[K+] (potassium carbonate). Solvent: C(C)#N (acetonitrile). Reaction conditions: temperature 110 celsius. Product: C(CCC)N1C(C(=C(C=C1)OC)C#N)=O (1-Butyl-4-methoxy-2-oxo-1,2-dihydro-pyridine-3-carbonitrile). Yield: 99.9%. As a reaction SMILES: [CH3:1][O:2][C:3]1[CH:8]=[CH:7][NH:6][C:5](=[O:9])[C:4]=1[C:10]#[N:11].Br[CH2:13][CH2:14][CH2:15][CH3:16].C(=O)([O-])[O-].[K+].[K+]>C(#N)C>[CH2:13]([N:6]1[CH:7]=[CH:8][C:3]([O:2][CH3:1])=[C:4]([C:10]#[N:11])[C:5]1=[O:9])[CH2:14][CH2:15][CH3:16] |f:2.3.4|. Procedure details: To a solution of 4-methoxy-2-oxo-1,2-dihydro-pyridine-3-carbonitrile (20 g, 133 mmol) in acetonitrile (800 ml) were added 1-bromobutane (15.8 ml, 146 mmol) and potassium carbonate (36.7 g, 266 mmol) and the mixture was heated at 110° C. for 24 hours. The mixture was cooled to room temperature and the solid was filtered off The filtrate was evaporated till dryness and the resulting crude residue was then triturated with diethylether to yield pure intermediate 4 (27.39 g, >99%) as a white solid. RXN SMILES: [CH2:1]([N:8]1[C:12]([C:13]([O:15]CC)=[O:14])=[CH:11][C:10]([C:18]2[CH:23]=[CH:22][C:21]([O:24][CH2:25][C:26]3[CH:31]=[CH:30][CH:29]=[CH:28][CH:27]=3)=[CH:20][CH:19]=2)=[N:9]1)[C:2]1[CH:7]=[CH:6][CH:5]=[CH:4][CH:3]=1.[OH-].[K+]>CO>[CH2:1]([N:8]1[C:12]([C:13]([OH:15])=[O:14])=[CH:11][C:10]([C:18]2[CH:23]=[CH:22][C:21]([O:24][CH2:25][C:26]3[CH:31]=[CH:30][CH:29]=[CH:28][CH:27]=3)=[CH:20][CH:19]=2)=[N:9]1)[C:2]1[CH:3]=[CH:4][CH:5]=[CH:6][CH:7]=1 |f:1.2|. Run in CO (methanol). Reactants: C(C1=CC=CC=C1)N1N=C(C=C1C(=O)OCC)C1=CC=C(C=C1)OCC1=CC=CC=C1 (ethyl 2-benzyl-5-(4-benzyloxyphenyl)-2H-pyrazole-3-carboxylate), [OH-].[K+] (potassium hydroxide). Product: C(C1=CC=CC=C1)N1N=C(C=C1C(=O)O)C1=CC=C(C=C1)OCC1=CC=CC=C1 (2-benzyl-5-(4-benzyloxyphenyl)-2H-pyrazole-3-carboxylic acid). Reported procedure: A solution of ethyl 2-benzyl-5-(4-benzyloxyphenyl)-2H-pyrazole-3-carboxylate (1.2 g) in methanol (125 mL) is treated with 10% aqueous potassium hydroxide solution (10 mL, w/v) and the mixture is heated to reflux for 2 hours. The reaction mixture is evaporated in vacuo, stirred with 1N hydrochloric acid (50 mL) and extracted with ethyl acetate (100 mL). The organic phase is dried over magnesium sulphate, evaporated in vacuo, and the residue crystallised from a mixture of ethyl acetate and cyclohe... Isolated yield 49.2%. Starting materials: C(C)(=O)O[C@@H]1[C@H](OC(C2=CC=CC=C2)=O)[C@@H](OC(C2=CC=CC=C2)=O)C[C@H](O1)COC(C1=CC=CC=C1)=O (1-O-acetyl-2,3,6-tri-O-benzoyl-4-deoxy-α-D-glucopyranose), Br (hydrogen bromide), C(C)(=O)O (acetic acid). Run in ClCCl (dichloromethane), C(C)(=O)OCC (ethyl acetate). Reaction conditions: time 4 hour. The product is Br[C@@]1(O)[C@H](OC(C2=CC=CC=C2)=O)[C@@H](OC(C2=CC=CC=C2)=O)C[C@H](O1)COC(C1=CC=CC=C1)=O (1-Bromo-2,3,6,-tri-O-benzoyl-4-deoxy-α-D-glucopyranose). Reaction SMILES: C([O:4][C@H:5]1[O:28][C@H:27]([CH2:29][O:30][C:31](=[O:38])[C:32]2[CH:37]=[CH:36][CH:35]=[CH:34][CH:33]=2)[CH2:26][C@H:16]([O:17][C:18](=[O:25])[C:19]2[CH:24]=[CH:23][CH:22]=[CH:21][CH:20]=2)[C@H:6]1[O:7][C:8](=[O:15])[C:9]1[CH:14]=[CH:13][CH:12]=[CH:11][CH:10]=1)(=O)C.[BrH:39].C(O)(=O)C>ClCCl.C(OCC)(=O)C>[Br:39][C@@:5]1([O:28][C@H:27]([CH2:29][O:30][C:31](=[O:38])[C:32]2[CH:37]=[CH:36][CH:35]=[CH:34][CH:33]=2)[CH2:26][C@H:16]([O:17][C:18](=[O:25])[C:19]2[CH:24]=[CH:23][CH:22]=[CH:21][CH:20]=2)[C@H:6]1[O:7][C:8](=[O:15])[C:9]1[CH:14]=[CH:13][CH:12]=[CH:11][CH:10]=1)[OH:4]. Reported procedure: To a stirred solution of 1-O-acetyl-2,3,6-tri-O-benzoyl-4-deoxy-α-D-glucopyranose (0.137 g, 0.29 mmol) in 3.0 mL of dry dichloromethane at 0° C. was added 30% hydrogen bromide in acetic acid (0.07 mL, 0.33 mmol). The solution was stirred under argon at room temperature for 4 hours, diluted with ethyl acetate (100 mL) and extracted with a saturated solution of sodium bicarbonate. The organic layer was washed with a saturated solution of sodium chloride, dried over anhydrous sodium sulfate and eva... Product: COc1ncc(Br)cc1C(=O)Nc1cccc(SC)c1. Run at temperature 25 celsius, time 2 hour. The reactants are COc1ncc(Br)cc1C(=O)O, CSc1cccc(N)c1. Isolated yield 92.8%. Reaction SMILES: CSc1cccc(N)c1.COc1ncc(Br)cc1C(=O)O.CC(C)N=C=NC(C)C.CN1C(=C(C(=O)N(C1=O)C)N=O)O.CN(C)C=O>>COc1ncc(Br)cc1C(=O)Nc1cccc(SC)c1. The reagents and catalysts are CC(C)N=C=NC(C)C (DIC), CN1C(=C(C(=O)N(C1=O)C)N=O)O (Oxyma-B). The solvent is CN(C)C=O (DMF), CN(C)C=O (DMF), CN(C)C=O (DMF), CN(C)C=O (DMF), CN(C)C=O (DMF), CN(C)C=O (DMF).